From a dataset of the Open Reaction Database (ORD), a public repository of structured organic reaction records. describe an organic reaction: reactants, conditions, products, and yield Reactants: O=[N+]([O-])c1cc(CCl)n[nH]1, [K+], [K+], Nc1cc(Cl)ccc1S, O=C([O-])[O-], CN(C)C=O. Yields the product Nc1cc(Cl)ccc1SCc1cc([N+](=O)[O-])[nH]n1. RXN SMILES: [Cl:10][CH2:11][c:12]1[n:13][nH:14][c:15]([N+:17](=[O:18])[O-:19])[cH:16]1.[K+:20].[K+:21].[NH2:1][c:2]1[c:3]([SH:9])[cH:4][cH:5][c:6]([Cl:8])[cH:7]1.[O-:22][C:23]([O-:24])=[O:25].[O:26]=[CH:27][N:28]([CH3:29])[CH3:30]>>[NH2:1][c:2]1[c:3]([S:9][CH2:11][c:12]2[n:13][nH:14][c:15]([N+:17](=[O:18])[O-:19])[cH:16]2)[cH:4][cH:5][c:6]([Cl:8])[cH:7]1. Reactants: NC=1C=CC(=C(C1)[C@]1(N=C(OCC1(F)F)N)C)F ((R)-4-(5-amino-2-fluoro-phenyl)-5,5-difluoro-4-methyl-5,6-dihydro-4H-[1,3]oxazin-2-ylamine), CN1N=C(C=C1)C(=O)O (1-methyl-1H-pyrazole-3-carboxylic acid). The product is NC=1OCC([C@@](N1)(C)C=1C=C(C=CC1F)NC(=O)C1=NN(C=C1)C)(F)F (1-Methyl-1H-pyrazole-3-carboxylic acid [3-((R)-2-amino-5,5-difluoro-4-methyl-5,6-dihydro-4H-[1,3]oxazin-4-yl)-4-fluoro-phenyl]-amide). Reaction SMILES: [NH2:1][C:2]1[CH:3]=[CH:4][C:5]([F:18])=[C:6]([C@:8]2([CH3:17])[C:13]([F:15])([F:14])[CH2:12][O:11][C:10]([NH2:16])=[N:9]2)[CH:7]=1.[CH3:19][N:20]1[CH:24]=[CH:23][C:22]([C:25](O)=[O:26])=[N:21]1>>[NH2:16][C:10]1[O:11][CH2:12][C:13]([F:14])([F:15])[C@:8]([C:6]2[CH:7]=[C:2]([NH:1][C:25]([C:22]3[CH:23]=[CH:24][N:20]([CH3:19])[N:21]=3)=[O:26])[CH:3]=[CH:4][C:5]=2[F:18])([CH3:17])[N:9]=1. Procedure details: The condensation of (R)-4-(5-amino-2-fluoro-phenyl)-5,5-difluoro-4-methyl-5,6-dihydro-4H-[1,3]oxazin-2-ylamine (intermediate XI-1) and 1-methyl-1H-pyrazole-3-carboxylic acid following procedure I yielded the title compound as a white solid. MS (ISP): m/z=368.1 [M+H]+. Reactants: C[C@H](CCO)CCC(C(=C)C)O ((S)-3,7-dimethyl-6-hydroxy-7-octene-1-ol), C1(=CC=CC=C1)P(C1=CC=CC=C1)C1=CC=CC=C1 (triphenylphosphine). Reagents/catalysts: C(C)(=O)[O-].[Pd+2].C(C)(=O)[O-] (palladium acetate). The solvent is three. Yields the product C[C@H](CCO)CC=CC(=C)C ((S)-3,7-dimethyl-5,7-octadiene-1-ol). Yield: 80.3%. Reaction SMILES: [CH3:1][C@@H:2]([CH2:6][CH2:7][CH:8](O)[C:9]([CH3:11])=[CH2:10])[CH2:3][CH2:4][OH:5].C1(P(C2C=CC=CC=2)C2C=CC=CC=2)C=CC=CC=1>C([O-])(=O)C.[Pd+2].C([O-])(=O)C>[CH3:1][C@@H:2]([CH2:6][CH:7]=[CH:8][C:9]([CH3:11])=[CH2:10])[CH2:3][CH2:4][OH:5] |f:2.3.4|. Procedure: (S)-3,7-dimethyl-6-hydroxy-7-octene-1-ol (I) (10.0 g, 58.1 mmol), palladium acetate (130.0 mg, 0.579 mmol), and triphenylphosphine (1.52 g, 5.795 mmol) were placed in a 50 ml three neck distillation flask provided with a thermometer and a vacuum distilling apparatus having a side arm. Butanol (20 ml) was then added to the flask and the mixture was heated for 12 hours with stirring at a reaction temperature of 115° to 120° C. and a atmospheric pressure in a stream of nitrogen. After the reaction ... Starting materials: FC(C=1C=C(C=C(C1)C(F)(F)F)B(O)O)(F)F (3,5-Bis(trifluoromethyl)benzeneboronic acid), FC=1C=C(C=C(C1NS(=O)(=O)C)F)C(C)NC(=O)C=1N=C(OC1)Cl (2-chloro-oxazole-4-carboxylic acid [1-(3,5-difluoro-4-methanesulfonylaminophenyl)-ethyl]-amide), C(=O)([O-])[O-].[Cs+].[Cs+] (Cs2CO3). Reagents/catalysts: Cl[Pd]([P](C1=CC=CC=C1)(C2=CC=CC=C2)C3=CC=CC=C3)([P](C4=CC=CC=C4)(C5=CC=CC=C5)C6=CC=CC=C6)Cl (Pd(PPh3)2Cl2). Product: FC=1C=C(C=C(C1NS(=O)(=O)C)F)C(C)NC(=O)C=1N=C(OC1)C1=CC(=CC(=C1)C(F)(F)F)C(F)(F)F (2-(3,5-Bis-trifluoromethyl-phenyl)-oxazole-4-carboxylic acid [1-(3,5-difluoro-4-methanesulfonylamino-phenyl)-ethyl]-amide). Isolated yield 19.3%. Reaction SMILES: [F:1][C:2]([F:17])([F:16])[C:3]1[CH:4]=[C:5](B(O)O)[CH:6]=[C:7]([C:9]([F:12])([F:11])[F:10])[CH:8]=1.[F:18][C:19]1[CH:20]=[C:21]([CH:31]([NH:33][C:34]([C:36]2[N:37]=[C:38](Cl)[O:39][CH:40]=2)=[O:35])[CH3:32])[CH:22]=[C:23]([F:30])[C:24]=1[NH:25][S:26]([CH3:29])(=[O:28])=[O:27].C([O-])([O-])=O.[Cs+].[Cs+]>Cl[Pd](Cl)([P](C1C=CC=CC=1)(C1C=CC=CC=1)C1C=CC=CC=1)[P](C1C=CC=CC=1)(C1C=CC=CC=1)C1C=CC=CC=1>[F:30][C:23]1[CH:22]=[C:21]([CH:31]([NH:33][C:34]([C:36]2[N:37]=[C:38]([C:5]3[CH:4]=[C:3]([C:2]([F:17])([F:16])[F:1])[CH:8]=[C:7]([C:9]([F:12])([F:11])[F:10])[CH:6]=3)[O:39][CH:40]=2)=[O:35])[CH3:32])[CH:20]=[C:19]([F:18])[C:24]=1[NH:25][S:26]([CH3:29])(=[O:28])=[O:27] |f:2.3.4,^1:50,69|. Procedure: 3,5-Bis(trifluoromethyl)benzeneboronic acid (67 mg, 0.26 mmol) and 2-chloro-oxazole-4-carboxylic acid [1-(3,5-difluoro-4-methanesulfonylaminophenyl)-ethyl]-amide (50 mg, 0.13 mmol) was reacted using Pd(PPh3)2Cl2 (7 mg, 0.01 mmol), Cs2CO3 (127 mg, 0.39 mmol) as described above to give the title compound (14 mg, 19%) after purification by flash chromatography on silica gel (% EtOAc in hexane=12%˜80%). Reactants: N1CCSCC1 (thiomorpholine), [Cl-].C(CC(=O)[O-])(=O)OC (methyl malonate monochloride). Run in C(Cl)Cl (methylene chloride), C(Cl)Cl (methylene chloride). The product is O=C(CC(=O)OC)N1CCSCC1 (methyl tetrahydro-b-oxo-4H-1,4-thiazine-4-propionate). Yield: 97.1%. As a reaction SMILES: [NH:1]1[CH2:6][CH2:5][S:4][CH2:3][CH2:2]1.[Cl-].[C:8]([O:14][CH3:15])(=[O:13])[CH2:9][C:10]([O-])=[O:11]>C(Cl)Cl>[O:11]=[C:10]([N:1]1[CH2:6][CH2:5][S:4][CH2:3][CH2:2]1)[CH2:9][C:8]([O:14][CH3:15])=[O:13] |f:1.2|. Procedure details: 20.6 g of thiomorpholine were added dropwise to a solution of 13.6 g of methyl malonate monochloride in 100 ml of methylene chloride. After stirring the mixture was diluted with 200 ml of methylene chloride, washed with water in a separating funnel, then dried, filtered and evaporated. The residue was purified by chromatography on silica gel with methylene chloride and then methylene chloride/acetone (1:1). There were obtained 17.6 g of methyl tetrahydro-b-oxo-4H-1,4-thiazine-4-propionate. Reactants: Cl.Cl.CN(C1CCOCC1)C[C@@H]1CC[C@H](CC1)N (trans-4-[N-methyl-N-(tetrahydropyran-4-yl)aminomethyl]cyclohexylamine dihydrochloride), C1CCC2=NCCCN2CC1 (1,8-diazabicyclo[5,4,0]-7-undecene), CC1=CC=C(C=C1)C=1C=C(C=NC1)/C=C/C(=O)O ((E)-3-[5-(4-methylphenyl)pyridin-3-yl]acrylic acid), ON1N=NC2=C1C=CC=C2 (1-hydroxybenzotriazole), Cl.C(C)N=C=NCCCN(C)C (1-ethyl-3-(3′-dimethylaminopropyl)carbodiimide hydrochloride). Solvent: C(C)#N (acetonitrile), C(C)N(CC)CC (triethylamine), C(C)#N (acetonitrile). Run at time 2 hour. The product is CC1=CC=C(C=C1)C=1C=C(C=NC1)/C=C/C(=O)N[C@@H]1CC[C@H](CC1)CN(C1CCOCC1)C ((trans, E)-3-[5-(4-methylphenyl)pyridin-3-yl]-N-[4-[N-methyl-N-(tetrahydropyran-4-yl)aminomethyl]cyclohexyl]acrylamide). Isolated yield 80.5%. As a reaction SMILES: [CH3:1][C:2]1[CH:7]=[CH:6][C:5]([C:8]2[CH:9]=[C:10](/[CH:14]=[CH:15]/[C:16]([OH:18])=O)[CH:11]=[N:12][CH:13]=2)=[CH:4][CH:3]=1.ON1C2C=CC=CC=2N=N1.Cl.C(N=C=NCCCN(C)C)C.Cl.Cl.[CH3:43][N:44]([CH2:51][C@H:52]1[CH2:57][CH2:56][C@H:55]([NH2:58])[CH2:54][CH2:53]1)[CH:45]1[CH2:50][CH2:49][O:48][CH2:47][CH2:46]1.C1CCN2C(=NCCC2)CC1>C(#N)C.C(N(CC)CC)C>[CH3:1][C:2]1[CH:3]=[CH:4][C:5]([C:8]2[CH:9]=[C:10](/[CH:14]=[CH:15]/[C:16]([NH:58][C@H:55]3[CH2:54][CH2:53][C@H:52]([CH2:51][N:44]([CH3:43])[CH:45]4[CH2:50][CH2:49][O:48][CH2:47][CH2:46]4)[CH2:57][CH2:56]3)=[O:18])[CH:11]=[N:12][CH:13]=2)=[CH:6][CH:7]=1 |f:2.3,4.5.6|. Reported procedure: Into a suspension of (E)-3-[5-(4-methylphenyl)pyridin-3-yl]acrylic acid (150 mg) and 1-hydroxybenzotriazole (134 mg) in acetonitrile (15 ml) was added at room temperature 1-ethyl-3-(3′-dimethylaminopropyl)carbodiimide hydrochloride (0.19 g), and the resulting mixture was stirred for 2 hours. Into the reaction mixture was added a solution of trans-4-[N-methyl-N-(tetrahydropyran-4-yl)aminomethyl]cyclohexylamine dihydrochloride (198 mg), 1,8-diazabicyclo[5,4,0]-7-undecene (0.2 g) and triethylamine ...